This data is from the Open Reaction Database (ORD), a public repository of structured organic reaction records. The task is: describe an organic reaction: reactants, conditions, products, and yield Solvent: C(C)O (ethanol). Reaction SMILES: [Cl:1][C:2]1[CH:3]=[C:4]([CH:6]=[CH:7][C:8]=1[F:9])[NH2:5].Cl.N([C:18]1[C:27]2[C:22](=[CH:23][CH:24]=[C:25]3[N:30]=[CH:29][NH:28][C:26]3=2)[N:21]=[C:20]([CH3:31])[CH:19]=1)C1C=CC=CC=1>C(O)C>[ClH:1].[Cl:1][C:2]1[CH:3]=[C:4]([CH:6]=[CH:7][C:8]=1[F:9])[NH:5][C:18]1[C:27]2[C:22](=[CH:23][CH:24]=[C:25]3[N:30]=[CH:29][NH:28][C:26]3=2)[N:21]=[C:20]([CH3:31])[CH:19]=1 |f:1.2,4.5|. Reactants: ClC=1C=C(N)C=CC1F (3-chloro-4-fluoroaniline), Cl.N(C1=CC=CC=C1)C1=CC(=NC2=CC=C3C(=C12)NC=N3)C (9-Anilino-7-methyl-1H-imidazo[4,5-f]quinoline Hydrochloride). The product is Cl.ClC=1C=C(NC2=CC(=NC3=CC=C4C(=C23)NC=N4)C)C=CC1F (9-(3-Chloro-4-fluoroanilino)-7-methyl-1H-imidazo[4,5-f]quinoline Hydrochloride). Procedure details: A mixture of 14.5 g. (0.1 m.) of 3-chloro-4-fluoroaniline, 21.7 g. (0.1 m.) of the compound of Example I, C. and 500 ml. of ethanol was refluxed overnight with stirring. It was then chilled, filtered and the product washed with ether and air-dried to give 25 g. The crude product was recrystallized from 1500 ml. of MeOH to yield 17 g. Starting materials: NC1=C(C=C(C(=CC(=O)O)C2=CC=C(C=C2)Cl)C=C1Br)Br (4-amino-β-(4'-chlorophenyl)-3,5-dibromo-cinnamic acid), ClC(=O)OCC (ethyl chloroformate), N1CCOCC1 (morpholine). Run in C(C)N(CC)CC (triethylamine). Yields the product NC1=C(C=C(C(=CC(=O)N2CCOCC2)C2=CC=C(C=C2)Cl)C=C1Br)Br (4-Amino-β-(4'-chlorophenyl)-3,5-dibromo-cinnamic acid morpholide). Reaction SMILES: [NH2:1][C:2]1[C:19]([Br:20])=[CH:18][C:5]([C:6]([C:11]2[CH:16]=[CH:15][C:14]([Cl:17])=[CH:13][CH:12]=2)=[CH:7][C:8]([OH:10])=O)=[CH:4][C:3]=1[Br:21].ClC(OCC)=O.[NH:28]1[CH2:33][CH2:32][O:31][CH2:30][CH2:29]1>C(N(CC)CC)C>[NH2:1][C:2]1[C:3]([Br:21])=[CH:4][C:5]([C:6]([C:11]2[CH:16]=[CH:15][C:14]([Cl:17])=[CH:13][CH:12]=2)=[CH:7][C:8]([N:28]2[CH2:33][CH2:32][O:31][CH2:30][CH2:29]2)=[O:10])=[CH:18][C:19]=1[Br:20]. Procedure details: This compound was prepared from 4-amino-β-(4'-chlorophenyl)-3,5-dibromo-cinnamic acid (isomer ratio A:B=5:1), ethyl chloroformate, triethylamine and morpholine analogous to Example 1(c). Starting materials: O=C([O-])[O-], CC(=O)[O-], CC(=O)[O-], CC1(C)c2cccc(P(c3ccccc3)c3ccccc3)c2Oc2c(P(c3ccccc3)c3ccccc3)cccc21, Clc1cc(I)c(Cl)cn1, [Cs+], [Cs+], CONC(=O)c1ccccc1N, C1COCCO1, [Pd+2]. Product: CONC(=O)c1ccccc1Nc1cc(Cl)ncc1Cl. RXN SMILES: [C:64](=[O:65])([O-:66])[O-:67].[C:76]([O-:77])(=[O:78])[CH3:79].[C:81]([O-:82])(=[O:83])[CH3:84].[CH3:22][C:23]1([CH3:24])[c:25]2[cH:26][cH:27][cH:28][c:29]([P:30]([c:31]3[cH:32][cH:33][cH:34][cH:35][cH:36]3)[c:37]3[cH:38][cH:39][cH:40][cH:41][cH:42]3)[c:43]2[O:44][c:45]2[c:46]1[cH:47][cH:48][cH:49][c:50]2[P:51]([c:52]1[cH:53][cH:54][cH:55][cH:56][cH:57]1)[c:58]1[cH:59][cH:60][cH:61][cH:62][cH:63]1.[Cl:13][c:14]1[n:15][cH:16][c:17]([Cl:21])[c:18]([I:20])[cH:19]1.[Cs+:68].[Cs+:69].[NH2:1][c:2]1[c:3]([C:4](=[O:5])[NH:6][O:7][CH3:8])[cH:9][cH:10][cH:11][cH:12]1.[O:70]1[CH2:71][CH2:72][O:73][CH2:74][CH2:75]1.[Pd+2:80]>>[NH:1]([c:2]1[c:3]([C:4](=[O:5])[NH:6][O:7][CH3:8])[cH:9][cH:10][cH:11][cH:12]1)[c:18]1[c:17]([Cl:21])[cH:16][n:15][c:14]([Cl:13])[cH:19]1. The reactants are BrC(C(=O)OCC)C(=O)C1=CC=C(C=C1)C (ethyl 2-bromo-3-(4-methylphenyl)-3-oxopropanoate), C(C)(=S)N (thioacetamide). Run in C(C)O (ethanol). The product is CC=1SC(=C(N1)C1=CC=C(C=C1)C)C(=O)OCC (2-Methyl-4-(4-methylphenyl)-5-ethoxycarbonylthiazole). Yield: 40.9%. Reaction SMILES: Br[CH:2]([C:8]([C:10]1[CH:15]=[CH:14][C:13]([CH3:16])=[CH:12][CH:11]=1)=O)[C:3]([O:5][CH2:6][CH3:7])=[O:4].[C:17]([NH2:20])(=[S:19])[CH3:18]>C(O)C>[CH3:18][C:17]1[S:19][C:2]([C:3]([O:5][CH2:6][CH3:7])=[O:4])=[C:8]([C:10]2[CH:15]=[CH:14][C:13]([CH3:16])=[CH:12][CH:11]=2)[N:20]=1. Reported procedure: A solution of 4.4 g of ethyl 2-bromo-3-(4-methylphenyl)-3-oxopropanoate in 30 ml of anhydrous ethanol is added with 1.4 g of thioacetamide and the mixture is refluxed for 4 hours. The solvent is evaporated and the residue is dissolved in H2O and alkalinized to pH 10 with 10% NaOH, extracted 2 times with ether and the organic phase is washed with brine, dried and evaporated to dryness under reduced pressure. The residue is purified by F.C. (eluent 90:10 hexane:ethyl acetate) and 1.65 g of a light... Reactants: CN(C)S(=O)(=O)N1CCN(S(=O)(=O)N2CCC(c3cn(S(=O)(=O)CC[Si](C)(C)C)c4ccc(C#N)cc34)CC2)C(C(=O)NOCc2ccccc2)C1, CCCC[N+](CCCC)(CCCC)CCCC, Cl, [F-], C1CCOC1. The product is CN(C)S(=O)(=O)N1CCN(S(=O)(=O)N2CCC(c3c[nH]c4ccc(C#N)cc34)CC2)C(C(=O)NOCc2ccccc2)C1. Reaction SMILES: [CH2:24]([c:25]1[cH:26][cH:27][cH:28][cH:29][cH:30]1)[O:31][NH:32][C:33](=[O:34])[CH:35]1[N:36]([S:47](=[O:48])(=[O:49])[N:50]2[CH2:51][CH2:52][CH:53]([c:56]3[cH:57][n:58]([S:67]([CH2:68][CH2:69][Si:70]([CH3:71])([CH3:72])[CH3:73])(=[O:74])=[O:75])[c:59]4[cH:60][cH:61][c:62]([C:65]#[N:66])[cH:63][c:64]34)[CH2:54][CH2:55]2)[CH2:37][CH2:38][N:39]([S:41](=[O:42])(=[O:43])[N:44]([CH3:45])[CH3:46])[CH2:40]1.[CH3:2][CH2:3][CH2:4][CH2:5][N+:6]([CH2:7][CH2:8][CH2:9][CH3:10])([CH2:11][CH2:12][CH2:13][CH3:14])[CH2:15][CH2:16][CH2:17][CH3:18].[ClH:76].[F-:1].[O:19]1[CH2:20][CH2:21][CH2:22][CH2:23]1>>[CH2:24]([c:25]1[cH:26][cH:27][cH:28][cH:29][cH:30]1)[O:31][NH:32][C:33](=[O:34])[CH:35]1[N:36]([S:47](=[O:48])(=[O:49])[N:50]2[CH2:51][CH2:52][CH:53]([c:56]3[cH:57][nH:58][c:59]4[cH:60][cH:61][c:62]([C:65]#[N:66])[cH:63][c:64]34)[CH2:54][CH2:55]2)[CH2:37][CH2:38][N:39]([S:41](=[O:42])(=[O:43])[N:44]([CH3:45])[CH3:46])[CH2:40]1. Starting materials: Brc1ccc(Br)s1, CS(C)=O, Cc1ncc[nH]1, [Cu]I, [K+], [K+], O=C([O-])[O-], O=C(O)C1CCCN1. Yields the product Cc1nccn1-c1ccc(Br)s1. RXN SMILES: [Br:1][c:2]1[s:3][c:4]([Br:7])[cH:5][cH:6]1.[CH3:28][S:29]([CH3:30])=[O:31].[CH3:8][c:9]1[nH:10][cH:11][cH:12][n:13]1.[Cu:32][I:33].[K+:22].[K+:23].[O-:24][C:25]([O-:26])=[O:27].[OH:14][C:15]([CH:16]1[NH:17][CH2:18][CH2:19][CH2:20]1)=[O:21]>>[Br:1][c:2]1[s:3][c:4](-[n:10]2[c:9]([CH3:8])[n:13][cH:12][cH:11]2)[cH:5][cH:6]1.